Dataset: the Open Reaction Database (ORD), a public repository of structured organic reaction records. Task: describe an organic reaction: reactants, conditions, products, and yield Starting materials: C[O-].[Na+] (sodium methoxide), C(C)OC(=O)C1=NC(=CC=C1C(=O)OCC)C1CC1 (6-cyclopropylpyridine-2,3-dicarboxylic acid diethyl ester), NC(C(=O)N)(C(C)C)C (2-amino-2,3-dimethylbutyramide). Solvent: CO (methanol), C(C)O (ethanol). Product: C1(CC1)C1=CC=CC(N1)(C(=O)O)C=1NC(C(N1)=O)(C)C(C)C (6-cyclopropyl-2-(5-isopropyl-5-methyl-4-oxoimidazolin-2-yl)-pyridinecarboxylic acid). The yield is 57.9%. RXN SMILES: [CH3:1][O-].[Na+].C([O:6][C:7]([C:9]1[C:14](C(OCC)=O)=[CH:13][CH:12]=[C:11]([CH:20]2[CH2:22][CH2:21]2)[N:10]=1)=[O:8])C.[NH2:23][C:24]([CH3:31])([CH:28]([CH3:30])[CH3:29])[C:25]([NH2:27])=[O:26]>CO.C(O)C>[CH:20]1([C:11]2[NH:10][C:9]([C:1]3[NH:23][C:24]([CH:28]([CH3:30])[CH3:29])([CH3:31])[C:25](=[O:26])[N:27]=3)([C:7]([OH:6])=[O:8])[CH:14]=[CH:13][CH:12]=2)[CH2:21][CH2:22]1 |f:0.1|. Procedure: 10 g of 30% sodium methoxide in methanol are added to a solution of 6 g of 6-cyclopropylpyridine-2,3-dicarboxylic acid diethyl ester and 3 g of 2-amino-2,3-dimethylbutyramide in 100 ml of ethanol and the reaction mixture is boiled under reflux for 3 hours. It is then concentrated, the residue is dissolved in a small amount of water, and the solution is saturated with sodium chloride. The pH is then adjusted to 4 with concentrated hydrochloric acid and the solution is extracted three times with 1... Reactants: II, [H-].[Na+] (sodium hydride), C(CCC)[Li] (n-butyllithium), CC(C#C)O (3-butyn-2-ol), CC(C#C)O (3-butyn-2-ol), Cl[Si](C)(C)C (chlorotrimethylsilane). Solvent: CCCCCC (hexane), CCOCC (ether). Product: C[Si](C#CC(C)O)(C)C ((+)-4-trimethylsilyl-3-butyn-2-ol). Reaction SMILES: [CH3:1][CH:2]([OH:5])[C:3]#[CH:4].[H-].[Na+].C([Li])CCC.Cl[Si:14]([CH3:17])([CH3:16])[CH3:15]>CCOCC.CCCCCC>[CH3:15][Si:14]([CH3:17])([CH3:16])[C:4]#[C:3][CH:2]([OH:5])[CH3:1] |f:1.2|. Reported procedure: Referring to Flowchart II, 3-butyn-2-ol (formula 21) is treated in step H with sodium hydride in ether at -20° C. and then with 2.0 n-butyllithium in hexane, followed by chlorotrimethylsilane, to produce (+)-4-trimethylsilyl-3-butyn-2-ol (formula 22), which is then reacted in step I with lithium aluminum hydride in ether at reflux for several hours, basified and distilled, to produce (±)-trans-4-(trimethylsilyl)-3-buten-2-ol (formula 23). The reaction in step J of (23) in ether with a mixture of... Reactants: ClC1=C(C=CC(=C1)C(F)(F)F)NC(C(=O)O)C(C)C (2-(2-chloro-4-trifluoromethylphenylamino)-3-methylbutanoic acid), C(#C)C(O)C1=NC(=CC=C1)OC1=CC=CC=C1 (α-ethynyl(6-phenoxy-2-pyridyl)methanol). Product: ester, ClC1=C(C=CC(=C1)C(F)(F)F)NC(C(=O)OC(C1=NC(=CC=C1)OC1=CC=CC=C1)C#C)C(C)C (α-ethynyl(6-phenoxy-2-pyridyl)methyl 2-(2-chloro-4-trifluoromethylphenyl-amino)-3-methylbutanoate). RXN SMILES: [Cl:1][C:2]1[CH:7]=[C:6]([C:8]([F:11])([F:10])[F:9])[CH:5]=[CH:4][C:3]=1[NH:12][CH:13]([CH:17]([CH3:19])[CH3:18])[C:14]([OH:16])=[O:15].[C:20]([CH:22]([C:24]1[CH:29]=[CH:28][CH:27]=[C:26]([O:30][C:31]2[CH:36]=[CH:35][CH:34]=[CH:33][CH:32]=2)[N:25]=1)O)#[CH:21]>>[Cl:1][C:2]1[CH:7]=[C:6]([C:8]([F:11])([F:10])[F:9])[CH:5]=[CH:4][C:3]=1[NH:12][CH:13]([CH:17]([CH3:19])[CH3:18])[C:14]([O:16][CH:22]([C:20]#[CH:21])[C:24]1[CH:29]=[CH:28][CH:27]=[C:26]([O:30][C:31]2[CH:36]=[CH:35][CH:34]=[CH:33][CH:32]=2)[N:25]=1)=[O:15]. Procedure details: Following the procedure of Example 11, 2-(2-chloro-4-trifluoromethylphenylamino)-3-methylbutanoic acid is reacted with α-ethynyl(6-phenoxy-2-pyridyl)methanol to yield the ester, α-ethynyl(6-phenoxy-2-pyridyl)methyl 2-(2-chloro-4-trifluoromethylphenyl-amino)-3-methylbutanoate, MS m/e 502 (M+). Reactants: Cl (hydrochloric acid), C(C)(=O)NC1=NC=CC(=C1)NC(=O)NC1=CC=CC=C1 (N-(2-acetamido-4-pyridyl)-N'-phenylurea). Reaction conditions: time 6 hour. The product is NC1=NC=CC(=C1)NC(=O)NC1=CC=CC=C1 (N-(2-amino-4-pyridyl)-N'-phenylurea). Isolated yield 67.1%. RXN SMILES: Cl.C([NH:5][C:6]1[CH:11]=[C:10]([NH:12][C:13]([NH:15][C:16]2[CH:21]=[CH:20][CH:19]=[CH:18][CH:17]=2)=[O:14])[CH:9]=[CH:8][N:7]=1)(=O)C>>[NH2:5][C:6]1[CH:11]=[C:10]([NH:12][C:13]([NH:15][C:16]2[CH:17]=[CH:18][CH:19]=[CH:20][CH:21]=2)=[O:14])[CH:9]=[CH:8][N:7]=1. Procedure: 15 ml of 6 N hydrochloric acid was added to 173 mg (0.64 mmol) of N-(2-acetamido-4-pyridyl)-N'-phenylurea. The mixture was then stirred for 6 hrs. on a boiling water bath. After cooling, the crystals which deposited were removed by filtration and a small amount of water added thereto to dissolve the crystals while warming. An aqueous sodium carbonate solution was then added to the solution to neutrallize the same. The crystals which deposited were collected by filtration and recrystallized from ... Starting materials: ClC(=O)OC1=CC=CC=C1 (phenyl chloroformate), C[Si](N1C(CCC1)=O)(C)C (1-trimethylsilyl-2-pyrrolidinone). Solvent: C1(=CC=CC=C1)C (toluene), C1(=CC=CC=C1)C (toluene). Reaction conditions: time 30 minute. Yields the product O(C1=CC=CC=C1)C(=O)N1C(CCC1)=O (1-Phenoxycarbonyl-2-pyrrolidinone). Yield: 57.7%. As a reaction SMILES: Cl[C:2]([O:4][C:5]1[CH:10]=[CH:9][CH:8]=[CH:7][CH:6]=1)=[O:3].C[Si](C)(C)[N:13]1[CH2:17][CH2:16][CH2:15][C:14]1=[O:18]>C1(C)C=CC=CC=1>[O:4]([C:2]([N:13]1[CH2:17][CH2:16][CH2:15][C:14]1=[O:18])=[O:3])[C:5]1[CH:10]=[CH:9][CH:8]=[CH:7][CH:6]=1. Procedure details: To a solution of phenyl chloroformate (3.13 g, 20.0 mmol) in anhydrous toluene (10 ml) was added a solution of 1-trimethylsilyl-2-pyrrolidinone (3.46 g, 22.0 mmol) in anhydrous toluene (10 ml). The mixture was stirred at room temperature for 30 min. The reaction mixture was evaporated under reduced pressure to dryness to give a solid material. Recrystallization from ethanol afforded 2.37 g of colorless prisms. Yield 57.7%.